Dataset: the Open Reaction Database (ORD), a public repository of structured organic reaction records. Task: describe an organic reaction: reactants, conditions, products, and yield The reactants are C(#N)C=1C=CC2=C(C(C3=C(OC2)C=CC=C3)=O)C1 (9-Cyano-6,11-dihydro-11-oxodibenz[b,e]oxepin), C=1(C(=CC=CC1)C(=O)O)C (o-toluic acid), BrBr (bromine). The reagents and catalysts are [Fe] (iron). Yields the product BrC1=CC=C(C(=C1)C)C(=O)O (5-bromo-o-toluic acid). Reaction SMILES: C(C1C=CC2COC3C=CC=CC=3C(=O)C=2C=1)#N.[C:19]1([CH3:28])[C:20]([C:25]([OH:27])=[O:26])=[CH:21][CH:22]=[CH:23][CH:24]=1.[Br:29]Br>[Fe]>[Br:29][C:23]1[CH:24]=[C:19]([CH3:28])[C:20]([C:25]([OH:27])=[O:26])=[CH:21][CH:22]=1. Procedure: 9-Cyano-6,11-dihydro-11-oxodibenz[b,e]oxepin (IIA) may be prepared according to the following general reaction scheme: ##STR5## wherein R2 and R3 are as previously defined, by reacting o-toluic acid with bromine in the presence of iron powder in order to obtain 5-bromo-o-toluic acid. The product obtained from the reaction mixture is predominately the desired 5-bromo isomer although some 3-bromo isomer may be present. If desired, pure 5-bromo isomer can be separated by conventional techniques and... The reactants are FC1=C(C=O)C(=CC=C1)F (2,6-difluorobenzaldehyde), C(=O)N (formamide), Cl[Si](C)(C)C (chlorotrimethylsilane), C1(=CC=C(C=C1)S(=O)O)C (p-Toluenesulfinic acid). The solvent is C(C)#N (acetonitrile), C1(=CC=CC=C1)C (toluene), O (water), CCCCCC (hexane), O (water), CC(C)(C)OC (MTBE). Run at temperature 50 celsius, time 7 hour. The product is FC1=C(C(=CC=C1)F)C(NC=O)S(=O)(=O)C1=CC=C(C=C1)C (N-[(2,6-Difluoro-phenyl)-(toluene-4-sulfonyl)-methyl]-formamide), powder. Isolated yield 79.0%. As a reaction SMILES: [F:1][C:2]1[CH:9]=[CH:8][CH:7]=[C:6]([F:10])[C:3]=1[CH:4]=O.[CH:11]([NH2:13])=[O:12].Cl[Si](C)(C)C.[C:19]1([CH3:28])[CH:24]=[CH:23][C:22]([S:25]([OH:27])=[O:26])=[CH:21][CH:20]=1>O.CCCCCC.CC(OC)(C)C.C(#N)C.C1(C)C=CC=CC=1>[F:1][C:2]1[CH:9]=[CH:8][CH:7]=[C:6]([F:10])[C:3]=1[CH:4]([S:25]([C:22]1[CH:23]=[CH:24][C:19]([CH3:28])=[CH:20][CH:21]=1)(=[O:27])=[O:26])[NH:13][CH:11]=[O:12]. Reported procedure: To 2,6-difluorobenzaldehyde (1.42 g, 10.0 mmol) is added toluene (5.0 mL), acetonitrile (5.0 mL), formamide (0.993 mL, 25.0 mmol) and chlorotrimethylsilane (1.40 mL, 11.0 mmol) in order. The cloudy mixture is heated to 50° C. and stirred at this temperature for 7 hours. p-Toluenesulfinic acid (2.19 g, 14.0 mmol) is added, and the mixture stirred at 50° C. for 6 hours, then for 3 hours at room temperature. MTBE (18.0 mL) and water (17.0 mL) are added, and the mixture stirred at room temperature f... Starting materials: CS(=O)(=O)N1CCC(=CC2=C1C=CC(=C2)C2=CC=C(C=C2)N2CCOCC2)C(=O)O (1-methanesulfonyl-7-(4-morpholinophenyl)-2,3-dihydro-1H-1-benzazepine-4-carboxylic acid), CN(C)C=O (DMF), S(=O)(Cl)Cl (thionyl chloride). Conditions: time 8 hour. Yields the product CS(=O)(=O)N1CCC(=CC2=C1C=CC(=C2)C2=CC=C(C=C2)N2CCOCC2)C(=O)NC2=CC=C(C=C2)CN(C2CCOCC2)C (1-methanesulfonyl-N-[4-[[N-methyl-N-(tetrahydro-2H-pyran-4-yl)amino]methyl]phenyl]-7-(4-morpholinophenyl)-2,3-dihydro-1H-1-benzazepine-4-carboxamide). RXN SMILES: [CH3:1][S:2]([N:5]1[C:11]2[CH:12]=[CH:13][C:14]([C:16]3[CH:21]=[CH:20][C:19]([N:22]4[CH2:27][CH2:26][O:25][CH2:24][CH2:23]4)=[CH:18][CH:17]=3)=[CH:15][C:10]=2[CH:9]=[C:8]([C:28]([OH:30])=O)[CH2:7][CH2:6]1)(=[O:4])=[O:3].S(Cl)(Cl)=O.[CH3:35][N:36]([CH:38]=O)[CH3:37]>>[CH3:1][S:2]([N:5]1[C:11]2[CH:12]=[CH:13][C:14]([C:16]3[CH:17]=[CH:18][C:19]([N:22]4[CH2:27][CH2:26][O:25][CH2:24][CH2:23]4)=[CH:20][CH:21]=3)=[CH:15][C:10]=2[CH:9]=[C:8]([C:28]([NH:5][C:11]2[CH:12]=[CH:13][C:14]([CH2:38][N:36]([CH3:35])[CH:37]3[CH2:27][CH2:26][O:25][CH2:24][CH2:23]3)=[CH:15][CH:10]=2)=[O:30])[CH2:7][CH2:6]1)(=[O:4])=[O:3]. Procedure details: In DMF (10 ml) was dissolved 1-methanesulfonyl-7-(4-morpholinophenyl)-2,3-dihydro-1H-1-benzazepine-4-carboxylic acid (0.3 g). To the solution was added, under ice-cooling, thionyl chloride (0.15 ml), and the mixture was stirred at room temperature for 30 minutes. Under reduced pressure, the solvent was evaporated, and the residue was suspended in THF (50 ml). The suspension was added dropwise to a solution of 4-[N-methyl-N-(tetrahydro-2H-pyran-4-yl)aminomethyl]aniline (0.19 g) and triethylamine ...